Task: describe an organic reaction: reactants, conditions, products, and yield. Dataset: the Open Reaction Database (ORD), a public repository of structured organic reaction records Reactants: CCN(CC)CCNC(=O)C=1C=CC(=CC1)N.Cl (procainamide hydrochloride), C(=O)([O-])[O-].[Na+].[Na+] (Na2CO3). Run in O (H2O). Yields the product CCN(CC)CCNC(=O)C=1C=CC(=CC1)N (procainamide). The yield is 105.3%. RXN SMILES: [CH3:1][CH2:2][N:3]([CH2:6][CH2:7][NH:8][C:9]([C:11]1[CH:12]=[CH:13][C:14]([NH2:17])=[CH:15][CH:16]=1)=[O:10])[CH2:4][CH3:5].Cl.C([O-])([O-])=O.[Na+].[Na+]>O>[CH3:5][CH2:4][N:3]([CH2:6][CH2:7][NH:8][C:9]([C:11]1[CH:16]=[CH:15][C:14]([NH2:17])=[CH:13][CH:12]=1)=[O:10])[CH2:2][CH3:1] |f:0.1,2.3.4|. Procedure details: A solution of procainamide hydrochloride (2.5 g) in H2O was treated with 2M aqueous Na2CO3 solution and extracted with EtOAc. The organic phase was washed (2 M aqueous Na2CO3 soln.), dried (Na2SO4), filtered and concentrated to give procainamide (2.28 g) as clear oil. A mixture of the intermediate 5 (100 mg, 0.35 mmol) and Cs2CO3 (174 mg, 0.53 mmol) was treated with a solution of procainamide (125 mg, 0.53 mmol) in dry DMSO (1.2 ml). The mixture was stirred at 100° C. for 5 h, followed by a norm... Reactants: O (water), ClC=1C=C(C=CC1)N1CCNCC1 (1-(3-Chlorophenyl)-piperazine), C(C#C)O (propargyl alcohol), C=O (formaline). The reagents and catalysts are O.C(C)(=O)[O-].[Cu+2].C(C)(=O)[O-] (copper(II) acetate monohydrate). Run in C(Cl)(Cl)Cl (chloroform). Product: Cl.Cl.ClC=1C=C(C=CC1)N1CCN(CC1)CC#CCO (4-[4-(3-Chlorophenyl)-piperazin-1-yl]-but-2-in-1-ol dihydrochloride). RXN SMILES: [Cl:1][C:2]1[CH:3]=[C:4]([N:8]2[CH2:13][CH2:12][NH:11][CH2:10][CH2:9]2)[CH:5]=[CH:6][CH:7]=1.[CH2:14]([OH:17])[C:15]#[CH:16].[CH2:18]=O.O>O.C([O-])(=O)C.[Cu+2].C([O-])(=O)C.C(Cl)(Cl)Cl>[ClH:1].[ClH:1].[Cl:1][C:2]1[CH:3]=[C:4]([N:8]2[CH2:13][CH2:12][N:11]([CH2:18][C:16]#[C:15][CH2:14][OH:17])[CH2:10][CH2:9]2)[CH:5]=[CH:6][CH:7]=1 |f:4.5.6.7,9.10.11|. Procedure details: 1-(3-Chlorophenyl)-piperazine (19.7 g; 0.10 mole) is weighed to propargyl alcohol (11.8 ml; 0.20 mole), copper(II) acetate monohydrate (1.0 g; 5.2 mmoles) is added to it, and 37% aqueous formaline (50 ml) is pipetted to the reaction mixture under stirring. The green suspension is refluxed for 2 hours. Then it is cooled, water and chloroform are added to it and the pale green substance insoluble in both phases are filtered off. The aqueous phase is extracted twice with chloroform, the combined or... The reactants are CC1=C(C=CC(=C1)N1CC(CC1)N1C(CCC1)C)N (2-methyl-4-(2-methyl-[1,3′]bipyrrolidinyl-1′-yl)-phenylamine), O1C=CC2=C1C=CC(=C2)C(=O)O (benzofuran-5-carboxylic acid). Product: CC1=C(C=CC(=C1)N1CC(CC1)N1C(CCC1)C)NC(=O)C=1C=CC2=C(C=CO2)C1 (Benzofuran-5-carboxylic acid [2-methyl-4-(2-methyl-[1,3′]bipyrrolidinyl-1′-yl)-phenyl]-amide). Reaction SMILES: [CH3:1][C:2]1[CH:7]=[C:6]([N:8]2[CH2:12][CH2:11][CH:10]([N:13]3[CH2:17][CH2:16][CH2:15][CH:14]3[CH3:18])[CH2:9]2)[CH:5]=[CH:4][C:3]=1[NH2:19].[O:20]1[C:24]2[CH:25]=[CH:26][C:27]([C:29](O)=[O:30])=[CH:28][C:23]=2[CH:22]=[CH:21]1>>[CH3:1][C:2]1[CH:7]=[C:6]([N:8]2[CH2:12][CH2:11][CH:10]([N:13]3[CH2:17][CH2:16][CH2:15][CH:14]3[CH3:18])[CH2:9]2)[CH:5]=[CH:4][C:3]=1[NH:19][C:29]([C:27]1[CH:26]=[CH:25][C:24]2[O:20][CH:21]=[CH:22][C:23]=2[CH:28]=1)=[O:30]. Procedure details: The title compound was prepared in a manner substantially the same as example 1 by coupling 2-methyl-4-(2-methyl-[1,3′]bipyrrolidinyl-1′-yl)-phenylamine with benzofuran-5-carboxylic acid. MS: 404.4 (M+H). The reactants are CNC(=O)ON=C(C)SC, CCOP(=S)(NC1CCCC1)OCC, O=S(Cl)Cl, c1ccncc1. Yields the product CCOP(=S)(OCC)N(C1CCCC1)S(=O)CNC(=O)ON=C(C)SC. RXN SMILES: [CH3:1][NH:2][C:3](=[O:4])[O:5][N:6]=[C:7]([CH3:8])[S:9][CH3:10].[CH:15]1([NH:20][P:21]([O:22][CH2:23][CH3:24])([O:25][CH2:26][CH3:27])=[S:28])[CH2:16][CH2:17][CH2:18][CH2:19]1.[S:11](=[O:12])([Cl:13])[Cl:14].[cH:29]1[cH:30][cH:31][n:32][cH:33][cH:34]1>>[CH2:1]([NH:2][C:3](=[O:4])[O:5][N:6]=[C:7]([CH3:8])[S:9][CH3:10])[S:11](=[O:12])[N:20]([CH:15]1[CH2:16][CH2:17][CH2:18][CH2:19]1)[P:21]([O:22][CH2:23][CH3:24])([O:25][CH2:26][CH3:27])=[S:28]. Reactants: CNC(=O)C(CO[Si](C)(C)C(C)(C)C)n1ccc2c(NC(=O)C(C)c3ccc(Cl)c(Cl)c3)cccc2c1=O, CCCC[N+](CCCC)(CCCC)CCCC, [F-], C1CCOC1. Product: CNC(=O)C(CO)n1ccc2c(NC(=O)C(C)c3ccc(Cl)c(Cl)c3)cccc2c1=O. As a reaction SMILES: [C:1]([Si:2]([CH3:3])([CH3:4])[O:6][CH2:7][CH:8]([C:9](=[O:10])[NH:11][CH3:12])[n:13]1[c:14](=[O:36])[c:15]2[cH:16][cH:17][cH:18][c:19]([NH:23][C:24]([CH:25]([CH3:26])[c:27]3[cH:28][c:29]([Cl:34])[c:30]([Cl:33])[cH:31][cH:32]3)=[O:35])[c:20]2[cH:21][cH:22]1)([CH3:5])([CH3:37])[CH3:38].[CH2:45]([N+:46]([CH2:47][CH2:48][CH2:49][CH3:50])([CH2:51][CH2:52][CH2:53][CH3:54])[CH2:55][CH2:56][CH2:57][CH3:58])[CH2:59][CH2:60][CH3:61].[F-:44].[O:39]1[CH2:40][CH2:41][CH2:42][CH2:43]1>>[OH:6][CH2:7][CH:8]([C:9](=[O:10])[NH:11][CH3:12])[n:13]1[c:14](=[O:36])[c:15]2[cH:16][cH:17][cH:18][c:19]([NH:23][C:24]([CH:25]([CH3:26])[c:27]3[cH:28][c:29]([Cl:34])[c:30]([Cl:33])[cH:31][cH:32]3)=[O:35])[c:20]2[cH:21][cH:22]1.